From a dataset of the Open Reaction Database (ORD), a public repository of structured organic reaction records. describe an organic reaction: reactants, conditions, products, and yield Starting materials: S1C(=CC=C1)B(O)O (2-Thiophene boronic acid), BrC1=CC=C(C=C1)C=1OC(=C(N1)CCN1CCCC1)C (2-(4-Bromo-phenyl)-5-methyl-4-(2-pyrrolidin-1-yl-ethyl)-oxazole). The product is CC1=C(N=C(O1)C1=CC=C(C=C1)C=1SC=CC1)CCN1CCCC1 (5-Methyl-4-(2-pyrrolidin-1-yl-ethyl)-2-(4-thiophen-2-yl-phenyl)-oxazole). As a reaction SMILES: [S:1]1[CH:5]=[CH:4][CH:3]=[C:2]1B(O)O.Br[C:10]1[CH:15]=[CH:14][C:13]([C:16]2[O:17][C:18]([CH3:28])=[C:19]([CH2:21][CH2:22][N:23]3[CH2:27][CH2:26][CH2:25][CH2:24]3)[N:20]=2)=[CH:12][CH:11]=1>>[CH3:28][C:18]1[O:17][C:16]([C:13]2[CH:14]=[CH:15][C:10]([C:2]3[S:1][CH:5]=[CH:4][CH:3]=3)=[CH:11][CH:12]=2)=[N:20][C:19]=1[CH2:21][CH2:22][N:23]1[CH2:27][CH2:26][CH2:25][CH2:24]1. Procedure details: The title compound is prepared in a manner substantially analogous to Example 45 starting from 2-Thiophene boronic acid and 2-(4-Bromo-phenyl)-5-methyl-4-(2-pyrrolidin-1-yl-ethyl)-oxazole. MS (m/e): 339.1 (M+1) Reactants: COc1cc2c(cc1-c1ccc(N)nc1)CCC2, CO, CCN(C(C)C)C(C)C, ClCCl, O=C(Cl)c1c(F)cccc1F, [Na+], C1CCOC1, [OH-]. Yields the product COc1cc2c(cc1-c1ccc(NC(=O)c3c(F)cccc3F)nc1)CCC2. RXN SMILES: [CH3:12][O:13][c:14]1[c:15](-[c:23]2[cH:24][cH:25][c:26]([NH2:29])[n:27][cH:28]2)[cH:16][c:17]2[c:21]([cH:22]1)[CH2:20][CH2:19][CH2:18]2.[CH3:47][OH:48].[CH:30]([N:31]([CH2:32][CH3:33])[CH:34]([CH3:35])[CH3:36])([CH3:37])[CH3:38].[Cl:39][CH2:40][Cl:41].[F:1][c:2]1[c:3]([C:4](=[O:5])[Cl:6])[c:7]([F:11])[cH:8][cH:9][cH:10]1.[Na+:50].[O:42]1[CH2:43][CH2:44][CH2:45][CH2:46]1.[OH-:49]>>[F:1][c:2]1[c:3]([C:4](=[O:5])[NH:29][c:26]2[cH:25][cH:24][c:23](-[c:15]3[c:14]([O:13][CH3:12])[cH:22][c:21]4[c:17]([cH:16]3)[CH2:18][CH2:19][CH2:20]4)[cH:28][n:27]2)[c:7]([F:11])[cH:8][cH:9][cH:10]1.